This data is from the Open Reaction Database (ORD), a public repository of structured organic reaction records. The task is: describe an organic reaction: reactants, conditions, products, and yield Reactants: O (water), FC1=C(C=C(C=C1)F)C(C)=O (1-(2,5-Difluorophenyl)ethanone), N1N=NC=C1 (1H-triazole), C([O-])([O-])=O.[K+].[K+] (potassium carbonate). Solvent: C(C)(=O)OCC (ethyl acetate), CN1C(CCC1)=O (N-methylpyrrolidone). Reaction conditions: temperature 140 celsius, time 4.5 hour. Product: FC=1C=CC(=C(C1)C(C)=O)N1N=CC=N1 (1-[5-Fluoro-2-(triazol-2-yl)phenyl]ethanone). Yield: 26.6%. RXN SMILES: F[C:2]1[CH:7]=[CH:6][C:5]([F:8])=[CH:4][C:3]=1[C:9](=[O:11])[CH3:10].[NH:12]1[CH:16]=[CH:15][N:14]=[N:13]1.C(=O)([O-])[O-].[K+].[K+].O>CN1CCCC1=O.C(OCC)(=O)C>[F:8][C:5]1[CH:6]=[CH:7][C:2]([N:13]2[N:14]=[CH:15][CH:16]=[N:12]2)=[C:3]([C:9](=[O:11])[CH3:10])[CH:4]=1 |f:2.3.4|. Reported procedure: 1-(2,5-Difluorophenyl)ethanone (3.00 g) and 1H-triazole (1.99 g) were dissolved in N-methylpyrrolidone (5 ml). To the solution, potassium carbonate (2.66 g) was added, and the mixture was stirred at 140° C. for 4.5 hours. After standing to cool, water and ethyl acetate were added to the reaction solution to separate the aqueous and organic layers. The aqueous layer was subjected to extraction with ethyl acetate. The organic layers were combined, washed three times with saturated saline, dried ov... Starting materials: C(C1=CC=CC=C1)S (benzyl mercaptan), C(C)OC(C(C(=O)OCC)(COS(=O)(=O)C)CC1CCCCC1)=O (2-cyclohexylmethyl-2-methylsulfonyloxymethyl-malonic acid diethyl ester), [Na] (Sodium). Run in C(C)O (ethanol). Conditions: temperature 0 celsius, time 24 hour. Product: C(C)OC(C(CC1CCCCC1)CSCC1=CC=CC=C1)=O (2-benzylsulfanylmethyl-3-cyclohexyl-propionic acid ethyl ester). The yield is 18.4%. Reaction SMILES: [Na].[CH2:2]([SH:9])[C:3]1[CH:8]=[CH:7][CH:6]=[CH:5][CH:4]=1.[CH2:10]([O:12][C:13](=[O:33])[C:14]([CH2:26][CH:27]1[CH2:32][CH2:31][CH2:30][CH2:29][CH2:28]1)(COS(C)(=O)=O)[C:15](OCC)=O)[CH3:11]>C(O)C>[CH2:10]([O:12][C:13](=[O:33])[CH:14]([CH2:15][S:9][CH2:2][C:3]1[CH:8]=[CH:7][CH:6]=[CH:5][CH:4]=1)[CH2:26][CH:27]1[CH2:32][CH2:31][CH2:30][CH2:29][CH2:28]1)[CH3:11] |^1:0|. Reported procedure: Sodium (0.097 g, 4.2 mmol) was dissolved in ethanol (10 mL) and the resulting solution was cooled to 0° C. and treated with a mixture comprising benzyl mercaptan (0.493 mL, 4.2 mmol) and 2-cyclohexylmethyl-2-methylsulfonyloxymethyl-malonic acid diethyl ester (1.466 g, 4.02 mmol). The reaction was stirred at room temperature for 17 hours, 53° C. for 20 hours and 73° C. for 24 hours. The ethanol was removed by rotary evaporation, the reaction mixture was poured into water and the product was extra... The reactants are NC1=C2C=CN(C2=CC=C1)C(CC#N)(CC)C1=CC=C(C=C1)Cl (3-(4-amino-1H-indol-1-yl)-3-(4-chlorophenyl)pentanenitrile), CN1CCOCC1 (N-methylmorpholine), CS(=O)(=O)Cl (methanesulfonyl chloride). The solvent is O (water), ClCCl (dichloromethane). Reaction conditions: time 2 hour. The product is ClC1=CC=C(C=C1)C(CC#N)(CC)N1C=CC2=C(C=CC=C12)NS(=O)(=O)C (N-(1-(2-(4-chlorophenyl)-1-cyanobutan-2-yl)-1H-indol-4-yl)methanesulfonamide). Reaction SMILES: [NH2:1][C:2]1[CH:10]=[CH:9][CH:8]=[C:7]2[C:3]=1[CH:4]=[CH:5][N:6]2[C:11]([C:17]1[CH:22]=[CH:21][C:20]([Cl:23])=[CH:19][CH:18]=1)([CH2:15][CH3:16])[CH2:12][C:13]#[N:14].CN1CCOCC1.[CH3:31][S:32](Cl)(=[O:34])=[O:33]>ClCCl.O>[Cl:23][C:20]1[CH:19]=[CH:18][C:17]([C:11]([N:6]2[C:7]3[C:3](=[C:2]([NH:1][S:32]([CH3:31])(=[O:34])=[O:33])[CH:10]=[CH:9][CH:8]=3)[CH:4]=[CH:5]2)([CH2:15][CH3:16])[CH2:12][C:13]#[N:14])=[CH:22][CH:21]=1. Procedure details: To a solution of the product from Step D (170 mg, 0.52 mmol) and N-methylmorpholine (105 mg, 1.04 mmol) in dichloromethane (15 mL) was added methanesulfonyl chloride (89 mg, 0.79 mmol) at room temperature. The mixture was stirred for 2 h, then diluted with water (15 mL) and extracted with ethyl acetate. The combined organic layers were washed with brine (10 mL), dried over Na2SO4, filtered and concentrated. The crude product was purified by PREP-TLC eluting with PE/EA (3/1, v/v) to give the titl... Reactants: NCCCCCNC(OCC(COC1=NOC(=C1)CCCCCCCCCCCCCCC)OC1=NOC(=C1)C)=O ((2RS)-2-(5-Methyl-3-isoxazolyloxy)-3-(5-pentadecyl-3-isoxazolyloxy)propyl N-(5-aminopentyl)carbamate), [N-]=[N+]=[N-].[Na+] (sodium azide), C(OCC)([O-])[O-] (ethyl orthoformate). Run in C(C)(=O)O (acetic acid). Run at time 3 hour. Product: N1(N=NN=C1)CCCCCNC(OCC(COC1=NOC(=C1)CCCCCCCCCCCCCCC)OC1=NOC(=C1)C)=O ((2RS)-2-(5-Methyl-3-isoxazolyloxy)-3-(5-pentadecyl-3-isoxazolyloxy)propyl N-[5-(1-tetrazolyl)pentyl]carbamate). RXN SMILES: [NH2:1][CH2:2][CH2:3][CH2:4][CH2:5][CH2:6][NH:7][C:8](=[O:41])[O:9][CH2:10][CH:11]([O:34][C:35]1[CH:39]=[C:38]([CH3:40])[O:37][N:36]=1)[CH2:12][O:13][C:14]1[CH:18]=[C:17]([CH2:19][CH2:20][CH2:21][CH2:22][CH2:23][CH2:24][CH2:25][CH2:26][CH2:27][CH2:28][CH2:29][CH2:30][CH2:31][CH2:32][CH3:33])[O:16][N:15]=1.[N-:42]=[N+:43]=[N-:44].[Na+].[CH:46]([O-])([O-])OCC>C(O)(=O)C>[N:1]1([CH2:2][CH2:3][CH2:4][CH2:5][CH2:6][NH:7][C:8](=[O:41])[O:9][CH2:10][CH:11]([O:34][C:35]2[CH:39]=[C:38]([CH3:40])[O:37][N:36]=2)[CH2:12][O:13][C:14]2[CH:18]=[C:17]([CH2:19][CH2:20][CH2:21][CH2:22][CH2:23][CH2:24][CH2:25][CH2:26][CH2:27][CH2:28][CH2:29][CH2:30][CH2:31][CH2:32][CH3:33])[O:16][N:15]=2)[CH:46]=[N:44][N:43]=[N:42]1 |f:1.2|. Procedure details: A mixture of 0.230 g of (2RS)-2-(5-methyl-3-isoxazolyloxy)-3-(5-pentadecyl-3-isoxazolyloxy)propyl N-(5-aminopentyl)carbamate (prepared as described in Example 27), 0.067 g of sodium azide, 0.30 ml of ethyl orthoformate and 0.45 ml of acetic acid was heated on an oil bath kept at 115° C. for 3 hours. The solvent was removed by evaporation under reduced pressure, and then the residue was subjected to column chromatography through 10 g of silica gel. 0.152 g of the title compound was obtained as a ... The reactants are CCCCCC.C(C)O (n-hexane ethanol), N1N=CN=C1 (1,2,4-triazole), C(=O)([O-])[O-].[K+].[K+] (K2CO3), CS(=O)(=O)OCOC(CC1=CC=C(C=C1)Cl)=O (methanesulphonyloxymethyl-4-chlorophenyl-acetate). Run in CC(=O)C (acetone). Run at temperature 10 celsius, time 1 hour. Product: N1(N=CN=C1)C(C(=O)OC)C1=CC=C(C=C1)Cl (methyl α-(1H-1,2,4-triazol-1-yl)-4-chlorophenylacetate). RXN SMILES: [NH:1]1[CH:5]=[N:4][CH:3]=[N:2]1.C([O-])([O-])=O.[K+].[K+].CS(O[CH2:17][O:18][C:19](=[O:28])[CH2:20][C:21]1[CH:26]=[CH:25][C:24]([Cl:27])=[CH:23][CH:22]=1)(=O)=O.CCCCCC.C(O)C>CC(C)=O>[N:1]1([CH:20]([C:21]2[CH:22]=[CH:23][C:24]([Cl:27])=[CH:25][CH:26]=2)[C:19]([O:18][CH3:17])=[O:28])[CH:5]=[N:4][CH:3]=[N:2]1 |f:1.2.3,5.6|. Procedure: A suspension of 3.2 g of 1,2,4-triazole and 8.3 g of K2CO3 in 300 ml of anhydrous acetone is refluxed over 1 hour. After cooling to 10° C., 14 g of methyl α-(methanesulphonyloxymethyl-4-chlorophenyl-acetate is added. The temperature is then allowed to spontaneously rise to room temperature, and the reaction mixture is stirred for one hour, is filtered over fritted glass and the filtrate is concentrated under vacuum, 13 g thus being obtained of raw solid product, which is suspended with 10 ml of ... Starting materials: BrC(=C)CC(CC1=CC=CC=C1)O (2-bromo-5-phenyl-1-penten-4-ol), C[O-].[Na+] (sodium methylate), Cl (hydrochloric acid). Run in CN1C(CCC1)=O (N-methyl-2-pyrrolidone). Yields the product C1(=CC=CC=C1)CC(CC#C)O (5-phenyl-1-pentyn-4-ol). RXN SMILES: Br[C:2]([CH2:4][CH:5]([OH:13])[CH2:6][C:7]1[CH:12]=[CH:11][CH:10]=[CH:9][CH:8]=1)=[CH2:3].C[O-].[Na+].Cl>CN1CCCC1=O>[C:7]1([CH2:6][CH:5]([OH:13])[CH2:4][C:2]#[CH:3])[CH:12]=[CH:11][CH:10]=[CH:9][CH:8]=1 |f:1.2|. Reported procedure: 20.00 Grams of the 2-bromo-5-phenyl-1-penten-4-ol obtained above were dissolved in 160 g of N-methyl-2-pyrrolidone, and 11.20 g of sodium methylate were added. The mixture was allowed to react at 30° C. for 14 hours, and then was neutralized with concentrated hydrochloric acid. Insolubles were filtered off, and the filtrate was concentrated under reduced pressure. The resultant oily substance was purified by silica gel column chromatography to give 9.96 g of 5-phenyl-1-pentyn-4-ol, nD25 =1.519, ...